From a dataset of the Open Reaction Database (ORD), a public repository of structured organic reaction records. describe an organic reaction: reactants, conditions, products, and yield Reactants: [OH-].[Na+] (NaOH), [H-].[H-].[H-].[H-].[Li+].[Al+3] (LiAlH4), N1(CCCC1)CC1=CC=C(C=C1)O (4-(Pyrrolidin-1-ylmethyl)phenol), C(C1=CC=CC=C1)N(C(=O)C1CC(C1)=O)C (N-Benzyl-N-methyl-3-oxocyclobutanecarboxamide). Run in O (water), C1CCOC1 (THF). Product: C(C1=CC=CC=C1)N(C)C[C@H]1C[C@H](C1)O (cis-3-{[Benzyl(methyl)amino]methyl}cyclobutanol). The yield is 59.8%. As a reaction SMILES: [H-].[H-].[H-].[H-].[Li+].[Al+3].N1(CC2C=CC(O)=CC=2)CCCC1.[CH2:20]([N:27]([CH3:35])[C:28]([CH:30]1[CH2:33][C:32](=[O:34])[CH2:31]1)=O)[C:21]1[CH:26]=[CH:25][CH:24]=[CH:23][CH:22]=1.[OH-].[Na+]>C1COCC1.O>[CH2:20]([N:27]([CH2:28][C@@H:30]1[CH2:31][C@H:32]([OH:34])[CH2:33]1)[CH3:35])[C:21]1[CH:26]=[CH:25][CH:24]=[CH:23][CH:22]=1 |f:0.1.2.3.4.5,8.9|. Reported procedure: LiAlH4 (5.4 g, 0.14 mol) was added to a solution of intermediate 2, N-Benzyl-N-methyl-3-oxocyclobutanecarboxamide (15.5 g, 0.07 mol) in absolute THF (100 mL) under stirring in argon. The mixture was refluxed under stirring for 2 h and cooled. Then 10 N NaOH (14 mL) and water (5 mL) were added. The organic layer was decanted, and the aqueous one was extracted with THF (2×50 mL). The organic layers were evaporated to afford the title compound (8.6 g, 59%) as a colorless oil. 1H NMR-data (DMSO-d6):... Reactants: C(CC(O)(C(=O)O)CC(=O)O)(=O)O (citric acid), C(C)(C)(C)OC(=O)N1C[C@H](CC1)OC1=CC=C(C=C1)C(C(=O)OC)CC=1NC2=CC(=CC=C2C1)C#N (methyl 2-[4-[((3S)-1-tert-butoxycarbonyl-3-pyrrolidinyl)oxy]phenyl]-3-(6-cyano-2-indolyl)propionate), CO (methanol), [BH4-].[Na+] (sodium borohydride). The product is C(C)(C)(C)OC(=O)N1C[C@H](CC1)OC1=CC=C(C=C1)C(CO)CC=1NC2=CC(=CC=C2C1)C#N (2-[4-[((3S)-1-tert-butoxycarbonyl-3-pyrrolidinyl )oxy]phenyl]-3-(6-cyano-2-indolyl)propanol). The solvent is O1CCCC1 (tetrahydrofuran). Yield: 86.4%. As a reaction SMILES: [C:1]([O:5][C:6]([N:8]1[CH2:12][CH2:11][C@H:10]([O:13][C:14]2[CH:19]=[CH:18][C:17]([CH:20]([CH2:25][C:26]3[NH:27][C:28]4[C:33]([CH:34]=3)=[CH:32][CH:31]=[C:30]([C:35]#[N:36])[CH:29]=4)[C:21](OC)=[O:22])=[CH:16][CH:15]=2)[CH2:9]1)=[O:7])([CH3:4])([CH3:3])[CH3:2].[BH4-].[Na+].CO.C(O)(=O)CC(CC(O)=O)(C(O)=O)O>O1CCCC1>[C:1]([O:5][C:6]([N:8]1[CH2:12][CH2:11][C@H:10]([O:13][C:14]2[CH:15]=[CH:16][C:17]([CH:20]([CH2:25][C:26]3[NH:27][C:28]4[C:33]([CH:34]=3)=[CH:32][CH:31]=[C:30]([C:35]#[N:36])[CH:29]=4)[CH2:21][OH:22])=[CH:18][CH:19]=2)[CH2:9]1)=[O:7])([CH3:4])([CH3:2])[CH3:3] |f:1.2|. Procedure details: 2.7 g of methyl 2-[4-[((3S)-1-tert-butoxycarbonyl-3-pyrrolidinyl)oxy]phenyl]-3-(6-cyano-2-indolyl)propionate was dissolved in 30 ml of tetrahydrofuran, followed by the addition of 660 mg of sodium borohydride. 12 ml of methanol was added dropwise to the thus prepared solution while stirring under ice cooling, and the resulting mixture was stirred at room temperature for 3 hours. The resulting reaction solution was mixed with 10% citric acid aqueous solution, extracted with dichloromethane, and t...